This data is from the Open Reaction Database (ORD), a public repository of structured organic reaction records. The task is: describe an organic reaction: reactants, conditions, products, and yield Reactants: CCc1nc(C(C)(C)O)c(C(=O)OCOC(=O)C(C)(C)C)n1Cc1ccc(-c2ccccc2-c2nnnn2C(c2ccccc2)(c2ccccc2)c2ccccc2)cc1, CC(=O)O. Yields the product CCc1nc(C(C)(C)O)c(C(=O)OCOC(=O)C(C)(C)C)n1Cc1ccc(-c2ccccc2-c2nnn[nH]2)cc1. As a reaction SMILES: [CH2:1]([CH3:2])[c:3]1[n:4]([CH2:23][c:24]2[cH:25][cH:26][c:27](-[c:30]3[c:31](-[c:36]4[n:37][n:38][n:39][n:40]4[C:41]([c:42]4[cH:43][cH:44][cH:45][cH:46][cH:47]4)([c:48]4[cH:49][cH:50][cH:51][cH:52][cH:53]4)[c:54]4[cH:55][cH:56][cH:57][cH:58][cH:59]4)[cH:32][cH:33][cH:34][cH:35]3)[cH:28][cH:29]2)[c:5]([C:12](=[O:13])[O:14][CH2:15][O:16][C:17]([C:18]([CH3:19])([CH3:20])[CH3:21])=[O:22])[c:6]([C:8]([CH3:9])([CH3:10])[OH:11])[n:7]1.[CH3:60][C:61](=[O:62])[OH:63]>>[CH2:1]([CH3:2])[c:3]1[n:4]([CH2:23][c:24]2[cH:25][cH:26][c:27](-[c:30]3[c:31](-[c:36]4[n:37][n:38][n:39][nH:40]4)[cH:32][cH:33][cH:34][cH:35]3)[cH:28][cH:29]2)[c:5]([C:12](=[O:13])[O:14][CH2:15][O:16][C:17]([C:18]([CH3:19])([CH3:20])[CH3:21])=[O:22])[c:6]([C:8]([CH3:9])([CH3:10])[OH:11])[n:7]1. The reactants are C(=O)([O-])C(O)C(O)C(=O)[O-].[Na+].[K+] (potassium sodium tartrate), [H-].[Al+3].[Li+].[H-].[H-].[H-] (lithium aluminium hydride), C1OC2CC34[C@H](C([C@H]5[C@@H]6C[C@]7(C([C@@]6(C)CC[C@@H]5[C@]3([C@@H](C2OC1)C)C)OCCO7)F)=C)O4 (3,17-bis(ethylenedioxy)-5,6α-epoxy-16α-fluoro-1β-methyl-7-methylenandrostane). Run in C(C)OCC (diethylether), O1CCCC1 (tetrahydrofuran). Yields the product C1OC2CC3(CC([C@H]4[C@@H]5CC6(C([C@@]5(C)CC[C@@H]4[C@]3([C@@H](C2OC1)C)C)OCCO6)F)=C)O (3,17-bis(ethylenedioxy)-16-fluoro-5-hydroxy-1β-methyl-7-methylenandrostane). As a reaction SMILES: [H-].[Al+3].[Li+].[H-].[H-].[H-].[CH2:7]1[CH2:28][O:27][CH:26]2[CH:9]([CH2:10][C:11]34[O:37][C@H:12]3[C:13](=[CH2:36])[C@@H:14]3[C@@H:23]([C@@:24]4([CH3:30])[C@@H:25]2[CH3:29])[CH2:22][CH2:21][C@@:19]2([CH3:20])[C@H:15]3[CH2:16][C@:17]3([F:35])[O:34][CH2:33][CH2:32][O:31][CH:18]32)[O:8]1.C(C(C(C([O-])=O)O)O)([O-])=O.[Na+].[K+]>C(OCC)C.O1CCCC1>[CH2:7]1[CH2:28][O:27][CH:26]2[CH:9]([CH2:10][C:11]3([OH:37])[C@:24]([CH3:30])([C@@H:25]2[CH3:29])[C@@H:23]2[C@H:14]([C@H:15]4[C@@:19]([CH2:21][CH2:22]2)([CH3:20])[CH:18]2[O:31][CH2:32][CH2:33][O:34][C:17]2([F:35])[CH2:16]4)[C:13](=[CH2:36])[CH2:12]3)[O:8]1 |f:0.1.2.3.4.5,7.8.9|. Procedure details: To a solution of lithium aluminium hydride (38 mg) in diethylether (10 ml) is added gradually a solution of 3,17-bis(ethylenedioxy)-5,6α-epoxy-16α-fluoro-1β-methyl-7-methylenandrostane (431 mg) in tetrahydrofuran (10 ml). The resulting mixture is stirred at 20°-25° C. for a period of about 18 hrs after which an aqueous solution of potassium sodium tartrate is added. The mixture is filtered and concentrated to a small volume under reduced pressure. The concentrate is taken up in diethyl ether and... Starting materials: COc1cc(F)ccc1Br, C1CCOC1, [Li]CCCC, CCOCC, CC(C)NC(C)C, [Cl-], Cl, [NH4+], CN(C)C=O. The product is COc1c(Br)ccc(F)c1C=O. Reaction SMILES: [Br:13][c:14]1[c:15]([O:21][CH3:22])[cH:16][c:17]([F:20])[cH:18][cH:19]1.[CH2:31]1[O:32][CH2:33][CH2:34][CH2:35]1.[CH2:8]([Li:9])[CH2:10][CH2:11][CH3:12].[CH3:36][CH2:37][O:38][CH2:39][CH3:40].[CH:1]([NH:2][CH:3]([CH3:4])[CH3:5])([CH3:6])[CH3:7].[Cl-:28].[ClH:30].[NH4+:29].[O:23]=[CH:24][N:25]([CH3:26])[CH3:27]>>[Br:13][c:14]1[c:15]([O:21][CH3:22])[c:16]([CH:24]=[O:23])[c:17]([F:20])[cH:18][cH:19]1. Starting materials: C1CCNC1, CCOC(C)=O, Cc1cc(Cl)c2ccc(CO)cc2n1. Yields the product Cc1cc(N2CCCC2)c2ccc(CO)cc2n1. As a reaction SMILES: [CH2:15]1[CH2:16][CH2:17][NH:18][CH2:19]1.[CH3:20][CH2:21][O:22][C:23](=[O:24])[CH3:25].[Cl:1][c:2]1[cH:3][c:4]([CH3:14])[n:5][c:6]2[cH:7][c:8]([CH2:12][OH:13])[cH:9][cH:10][c:11]12>>[c:2]1([N:18]2[CH2:17][CH2:16][CH2:15][CH2:19]2)[cH:3][c:4]([CH3:14])[n:5][c:6]2[cH:7][c:8]([CH2:12][OH:13])[cH:9][cH:10][c:11]12. The reactants are CC1=C(C(CC=C1)(C)C)C(C#CC)=O (2,6,6-trimethyl-1-tetrolyl-1,3-cyclohexadiene), CC(C)=CCCC(C)=CC=O (citral), C#CC (propyne), dihydro, CC1=C(C(CC=C1)(C)C)C(C#CC)O (2,6,6-trimethyl-1-[1-hydroxy-2-butynyl]-1,3-cyclohexadiene), acetylenic ketone. The reagents and catalysts are O=[Mn]=O (MnO2). Yields the product CC1=C(C(CC=C1)(C)C)C(\C=C/C)=O (Cis-2,6,6-trimethyl-1-crotonoyl-1,3-cyclohexadiene). RXN SMILES: CC(=CCCC(=CC=O)C)C.C#CC.[CH3:15][C:16]1[CH:21]=[CH:20][CH2:19][C:18]([CH3:23])([CH3:22])[C:17]=1[CH:24]([OH:28])[C:25]#[C:26][CH3:27].CC1C=CCC(C)(C)C=1C(=O)C#CC>O=[Mn]=O>[CH3:15][C:16]1[CH:21]=[CH:20][CH2:19][C:18]([CH3:22])([CH3:23])[C:17]=1[C:24](=[O:28])/[CH:25]=[CH:26]\[CH3:27]. Procedure: Safranal, prepared according to Compt. rend. 262, 1725 (1966), was reacted with propyne to give 2,6,6-trimethyl-1-[1-hydroxy-2-butynyl]-1,3-cyclohexadiene, following the procedure outlined in Example 18, paragraph b), for the reaction of citral with propyne. The above carbinol was oxidised with MnO2 to 2,6,6-trimethyl-1-tetrolyl-1,3-cyclohexadiene, following the procedure described in Example 18, paragraph c), for the oxidation of the dihydro analogue. The above acetylenic ketone was then partia... Starting materials: NC1=C(C=C(OC2=CC=NC=3NC(C=NC32)=O)C=C1)F (8-(4-amino-3-fluorophenoxy)pyrido[2,3-b]pyrazin-3(4H)-one), C(Cl)Cl (CH2Cl2), solution, C(C)(C)(C)C1=NN(C(=C1)N=C=O)C1=CC=C(C=C1)S(=O)(=O)C (3-tert-butyl-5-isocyanato-1-(4-(methylsulfonyl)phenyl)-1H-pyrazole). Product: C(C)(C)(C)C1=NN(C(=C1)NC(=O)NC1=C(C=C(C=C1)OC1=CC=NC2=C1N=CC(N2)=O)F)C2=CC=C(C=C2)S(=O)(=O)C (1-(3-tert-butyl-1-(4-(methylsulfonyl)phenyl)-1H-pyrazol-5-yl)-3-(2-fluoro-4-(3-oxo-3,4-dihydropyrido[3,2-b]pyrazin-8-yloxy)phenyl)urea). The yield is 41.0%. RXN SMILES: [NH2:1][C:2]1[CH:19]=[CH:18][C:5]([O:6][C:7]2[C:16]3[N:15]=[CH:14][C:13](=[O:17])[NH:12][C:11]=3[N:10]=[CH:9][CH:8]=2)=[CH:4][C:3]=1[F:20].[C:21]([C:25]1[CH:29]=[C:28]([N:30]=[C:31]=[O:32])[N:27]([C:33]2[CH:38]=[CH:37][C:36]([S:39]([CH3:42])(=[O:41])=[O:40])=[CH:35][CH:34]=2)[N:26]=1)([CH3:24])([CH3:23])[CH3:22].C(Cl)Cl>>[C:21]([C:25]1[CH:29]=[C:28]([NH:30][C:31]([NH:1][C:2]2[CH:19]=[CH:18][C:5]([O:6][C:7]3[C:16]4[N:15]=[CH:14][C:13](=[O:17])[NH:12][C:11]=4[N:10]=[CH:9][CH:8]=3)=[CH:4][C:3]=2[F:20])=[O:32])[N:27]([C:33]2[CH:38]=[CH:37][C:36]([S:39]([CH3:42])(=[O:41])=[O:40])=[CH:35][CH:34]=2)[N:26]=1)([CH3:24])([CH3:22])[CH3:23]. Reported procedure: Method F2 was used with 8-(4-amino-3-fluorophenoxy)pyrido[2,3-b]pyrazin-3(4H)-one (56 mg, 0.206 mmol) and a 0.1 M solution of 3-tert-butyl-5-isocyanato-1-(4-(methylsulfonyl)phenyl)-1H-pyrazole in CH2Cl2 (5.8 mL, 0.58 mmol). The title compound was obtained as a yellow solid in 41% yield (50 mg) after chromatography on a Biotage 25+M column. Reactants: CCN1CCN(Cc2ccc(N)cc2C(F)(F)F)CC1, Cc1ccc(C(=O)Cl)cc1[N+](=O)[O-], CCN(C(C)C)C(C)C, ClCCl. Product: CCN1CCN(Cc2ccc(NC(=O)c3ccc(C)c([N+](=O)[O-])c3)cc2C(F)(F)F)CC1. As a reaction SMILES: [CH2:1]([CH3:2])[N:3]1[CH2:4][CH2:5][N:6]([CH2:9][c:10]2[c:11]([C:17]([F:18])([F:19])[F:20])[cH:12][c:13]([NH2:16])[cH:14][cH:15]2)[CH2:7][CH2:8]1.[CH3:30][c:31]1[c:32]([N+:40](=[O:41])[O-:42])[cH:33][c:34]([C:35](=[O:36])[Cl:37])[cH:38][cH:39]1.[CH:21]([N:22]([CH:23]([CH3:24])[CH3:25])[CH2:26][CH3:27])([CH3:28])[CH3:29].[Cl:43][CH2:44][Cl:45]>>[CH2:1]([CH3:2])[N:3]1[CH2:4][CH2:5][N:6]([CH2:9][c:10]2[c:11]([C:17]([F:18])([F:19])[F:20])[cH:12][c:13]([NH:16][C:35]([c:34]3[cH:33][c:32]([N+:40](=[O:41])[O-:42])[c:31]([CH3:30])[cH:39][cH:38]3)=[O:36])[cH:14][cH:15]2)[CH2:7][CH2:8]1. Starting materials: COC(=O)C1=CC=2N(C=C1)C=CN2 (Imidazo[1,2-α]pyridine-7-carboxylic acid methyl ester), C(C)(=O)[O-].[Na+] (sodium acetate), BrBr (bromine), S(=O)([O-])[O-].[Na+].[Na+] (sodium sulphite). Solvent: [Br-].[K+] (potassium bromide), CO (methanol). Run at time 15 minute. Yields the product N (ammonia), COC(=O)C1=CC=2N(C=C1)C(=CN2)Br (3-bromo-imidazo[1,2-α]pyridine-7-carboxylic acid methyl ester). The yield is 164.7%. RXN SMILES: [CH3:1][O:2][C:3]([C:5]1[CH:10]=[CH:9][N:8]2[CH:11]=[CH:12][N:13]=[C:7]2[CH:6]=1)=[O:4].C([O-])(=O)C.[Na+].[Br:19]Br.S([O-])([O-])=O.[Na+].[Na+]>[Br-].[K+].CO>[NH3:8].[CH3:1][O:2][C:3]([C:5]1[CH:10]=[CH:9][N:8]2[C:11]([Br:19])=[CH:12][N:13]=[C:7]2[CH:6]=1)=[O:4] |f:1.2,4.5.6,7.8|. Procedure details: Imidazo[1,2-α]pyridine-7-carboxylic acid methyl ester (0.53 g, 3.0 mmol) and sodium acetate (0.30 g, 3.6 mmol) were dissolved in a saturated solution of potassium bromide in methanol (5 ml) and cooled to 0° C. before dropwise addition of bromine (0.50 g, 3.2 mmol) over 5 min. The mixture was allowed to stir for 15 minutes before adding saturated sodium sulphite solution (1 ml). The reaction was evaporated to dryness and the residue partitioned between ethyl acetate and 10% sodium sulphate soluti... Starting materials: CC(C)(C)OC(=O)N1CCCC1COc1cncc(Br)c1, c1ccc(COc2ccc(OCCC3CCNCC3)cc2)cc1, CC(C)(C)[O-], Cc1ccccc1, [Na+], CC1(C)c2cccc(P(c3ccccc3)c3ccccc3)c2Oc2c(P(c3ccccc3)c3ccccc3)cccc21. Product: CC(C)(C)OC(=O)N1CCCC1COc1cncc(N2CCC(CCOc3ccc(OCc4ccccc4)cc3)CC2)c1. Reaction SMILES: [Br:24][c:25]1[cH:26][n:27][cH:28][c:29]([O:31][CH2:32][CH:33]2[N:34]([C:38](=[O:39])[O:40][C:41]([CH3:42])([CH3:43])[CH3:44])[CH2:35][CH2:36][CH2:37]2)[cH:30]1.[CH2:1]([c:2]1[cH:3][cH:4][cH:5][cH:6][cH:7]1)[O:8][c:9]1[cH:10][cH:11][c:12]([O:13][CH2:14][CH2:15][CH:16]2[CH2:17][CH2:18][NH:19][CH2:20][CH2:21]2)[cH:22][cH:23]1.[CH3:45][C:46]([CH3:47])([O-:48])[CH3:49].[CH3:93][c:94]1[cH:95][cH:96][cH:97][cH:98][cH:99]1.[Na+:50].[c:51]1([P:52]([c:53]2[cH:54][cH:55][cH:56][cH:57][cH:58]2)[c:59]2[c:60]3[c:84]([cH:85][cH:86][cH:87]2)[C:81]([CH3:82])([CH3:83])[c:63]2[c:62]([c:67]([P:68]([c:69]4[cH:70][cH:71][cH:72][cH:73][cH:74]4)[c:75]4[cH:76][cH:77][cH:78][cH:79][cH:80]4)[cH:66][cH:65][cH:64]2)[O:61]3)[cH:88][cH:89][cH:90][cH:91][cH:92]1>>[CH2:1]([c:2]1[cH:3][cH:4][cH:5][cH:6][cH:7]1)[O:8][c:9]1[cH:10][cH:11][c:12]([O:13][CH2:14][CH2:15][CH:16]2[CH2:17][CH2:18][N:19]([c:25]3[cH:26][n:27][cH:28][c:29]([O:31][CH2:32][CH:33]4[N:34]([C:38](=[O:39])[O:40][C:41]([CH3:42])([CH3:43])[CH3:44])[CH2:35][CH2:36][CH2:37]4)[cH:30]3)[CH2:20][CH2:21]2)[cH:22][cH:23]1. Starting materials: COC(=O)c1ccc(C)c(-c2ccc(C#N)cc2)c1, Cl, [Na+], [OH-]. The product is Cc1ccc(C(=O)O)cc1-c1ccc(C#N)cc1. RXN SMILES: [CH3:1][O:2][C:3](=[O:4])[c:5]1[cH:6][c:7](-[c:12]2[cH:13][cH:14][c:15]([C:18]#[N:19])[cH:16][cH:17]2)[c:8]([CH3:11])[cH:9][cH:10]1.[ClH:22].[Na+:21].[OH-:20]>>[O:2]=[C:3]([OH:4])[c:5]1[cH:6][c:7](-[c:12]2[cH:13][cH:14][c:15]([C:18]#[N:19])[cH:16][cH:17]2)[c:8]([CH3:11])[cH:9][cH:10]1.